From a dataset of the Open Reaction Database (ORD), a public repository of structured organic reaction records. describe an organic reaction: reactants, conditions, products, and yield Reactants: N (ammonia), COC=1C=C2C=C3C(=NC2=CC1OC)N=C(NC3=O)C(=O)OCC (ethyl 7,8-dimethoxypyrimido[4,5-b]quinolin-4(3H)-one-2-carboxylate). Solvent: C(C)O (ethanol). Conditions: temperature 95 celsius. The product is COC=1C=C2C=C3C(=NC2=CC1OC)N=C(NC3=O)C(=O)N (7,8-Dimethoxypyrimido[4,5-b]Quinolin-4(3H)-One-2-Carboxamide). RXN SMILES: [NH3:1].[CH3:2][O:3][C:4]1[CH:5]=[C:6]2[C:11](=[CH:12][C:13]=1[O:14][CH3:15])[N:10]=[C:9]1[N:16]=[C:17]([C:21]([O:23]CC)=O)[NH:18][C:19](=[O:20])[C:8]1=[CH:7]2>C(O)C>[CH3:2][O:3][C:4]1[CH:5]=[C:6]2[C:11](=[CH:12][C:13]=1[O:14][CH3:15])[N:10]=[C:9]1[N:16]=[C:17]([C:21]([NH2:1])=[O:23])[NH:18][C:19](=[O:20])[C:8]1=[CH:7]2. Procedure details: Anhydrous ammonia is bubbled into a mixture of ethyl 7,8-dimethoxypyrimido[4,5-b]quinolin-4(3H)-one-2-carboxylate (300 mg. 9.00 millimoles) in absolute ethanol (75 ml.) for 15 minutes. A clear solution formed followed after a few minutes by formation of a precipitate. The reaction mixture is transferred to a pressure bomb (Monel) and heated in a 95° C. oil bath overnight. The bomb is then cooled to room temperature and the contents removed. The bomb is washed with ethanol and the combined reacti... Reactants: CCOC(=O)C1=C(O)CCN(CC2=Cc3ccc(OC)cc32)C1, Cl, N, C1COCCO1. The product is CCOC(=O)C1=C(N)CCN(CC2=Cc3ccc(OC)cc32)C1, Cl. Reaction SMILES: [CH2:2]([CH3:3])[O:4][C:5](=[O:6])[C:7]1=[C:12]([OH:13])[CH2:11][CH2:10][N:9]([CH2:14][C:15]2=[CH:16][c:17]3[c:18]2[cH:19][c:20]([O:23][CH3:24])[cH:21][cH:22]3)[CH2:8]1.[ClH:1].[NH3:25].[O:26]1[CH2:27][CH2:28][O:29][CH2:30][CH2:31]1>>[CH2:2]([CH3:3])[O:4][C:5](=[O:6])[C:7]1=[C:12]([NH2:25])[CH2:11][CH2:10][N:9]([CH2:14][C:15]2=[CH:16][c:17]3[c:18]2[cH:19][c:20]([O:23][CH3:24])[cH:21][cH:22]3)[CH2:8]1.[ClH:1]. Procedure: Prepared analogously to Example H from 3,4,7,8- tetrahydro-2,5(1H,6H)-quinolinedione and benzyl bromide. Product: C(C1=CC=CC=C1)N1C(CCC=2C(CCCC12)=O)=O (1-benzyl-3,4,7,8-tetrahydro-2,5(1H,6H)-quinolinedione). The reactants are N1C(CCC=2C(CCCC12)=O)=O (3,4,7,8- tetrahydro-2,5(1H,6H)-quinolinedione), C(C1=CC=CC=C1)Br (benzyl bromide). As a reaction SMILES: [NH:1]1[C:10]2[CH2:9][CH2:8][CH2:7][C:6](=[O:11])[C:5]=2[CH2:4][CH2:3][C:2]1=[O:12].[CH2:13](Br)[C:14]1[CH:19]=[CH:18][CH:17]=[CH:16][CH:15]=1>>[CH2:13]([N:1]1[C:10]2[CH2:9][CH2:8][CH2:7][C:6](=[O:11])[C:5]=2[CH2:4][CH2:3][C:2]1=[O:12])[C:14]1[CH:19]=[CH:18][CH:17]=[CH:16][CH:15]=1. Product: BrC=1C=C2C(=CNC2=CC1)CC(=O)NC(=N)NCC1=CC(=C(C=C1)N1CCN(CC1)C)Cl (N-[2-(5-Bromo-1H-indol-3-yl)-acetyl]-N′-[3-chloro-4-(4-methyl-piperazin-1-yl)-benzyl]-guanidine). Reported procedure: In a manner similar to that used in the preparation of the compound of example 2, but using 2-(5-bromo-1H-indol-3-yl)acetic acid in step 19 (A) and (3-chloro-4-(4-methylpiperazin-1-yl)phenyl)methanamine (preparation F) in step 19 (B), the title compound was prepared. MS (ESI) (M+H)+=517.02/518.98 1H-NMR (500 MHz, CD3OD) δ 7.73 (s, 1 H), 7.45 (s, 1 H), 7.27-7.38 (m, 3 H), 7.17-7.26 (m, 2 H), 4.49 (s, 2 H), 3.93 (s, 2 H), 3.57-3.68 (m, 2 H), 3.47-3.58 (m, 2 H), 3.28-3.40 (m, 2 H), 3.06-3.18 (m, 2 ... Reaction SMILES: Cl[C:2]1[CH:7]=[C:6]([CH2:8][NH:9][C:10]([NH2:26])=[N:11][C:12](=[O:25])[CH2:13][C:14]2[C:22]3[C:17](=[CH:18][CH:19]=[C:20](OC)[CH:21]=3)[NH:16][CH:15]=2)[CH:5]=[C:4]([Cl:27])[C:3]=1[NH:28][C:29](=O)[CH3:30].[Br:32]C1C=C2C(=CC=1)NC=C2CC(O)=O.Cl[C:47]1C=C(CN)C=C[C:52]=1[N:53]1[CH2:58]CN(C)CC1>>[Br:32][C:20]1[CH:21]=[C:22]2[C:17](=[CH:18][CH:19]=1)[NH:16][CH:15]=[C:14]2[CH2:13][C:12]([NH:11][C:10]([NH:9][CH2:8][C:6]1[CH:7]=[CH:2][C:3]([N:28]2[CH2:47][CH2:52][N:53]([CH3:58])[CH2:30][CH2:29]2)=[C:4]([Cl:27])[CH:5]=1)=[NH:26])=[O:25]. Starting materials: ClC1=C(C(=CC(=C1)CNC(=NC(CC1=CNC2=CC=C(C=C12)OC)=O)N)Cl)NC(C)=O (N-(2,6-Dichloro-4-{N′-[2-(5-methoxy-1H-indol-3-yl)-acetyl]-guanidinomethyl}-phenyl)-acetamide), ClC=1C=C(C=CC1N1CCN(CC1)C)CN ((3-chloro-4-(4-methylpiperazin-1-yl)phenyl)methanamine), ( B ), BrC=1C=C2C(=CNC2=CC1)CC(=O)O (2-(5-bromo-1H-indol-3-yl)acetic acid), ( A ), 517.02/518.98. Starting materials: C1(CC1)CON=C(C1=C(C=CC=C1C(F)(F)F)F)N (N'-cyclopropylmethyloxy-2-fluoro-6-trifluoromethylbenzamidine), COC1=CC=C(C=C1)CC(=O)Cl (4-methoxyphenylacetylchloride), C(C)(=O)OCC (ethyl acetate). Solvent: C1=CC=CC=C1 (benzene). Product: C1(CC1)CON=C(C1=C(C=CC=C1)C(F)(F)F)NC(CC1=CC=C(C=C1)OC)=O (N'-cyclopropylmethyloxy-N-(4-methoxyphenyl)acetyl-2-trifluoromethyl benzamidine). Yield: 75.2%. Reaction SMILES: [CH:1]1([CH2:4][O:5][N:6]=[C:7]([NH2:19])[C:8]2[C:13]([C:14]([F:17])([F:16])[F:15])=[CH:12][CH:11]=[CH:10][C:9]=2F)[CH2:3][CH2:2]1.[CH3:20][O:21][C:22]1[CH:27]=[CH:26][C:25]([CH2:28][C:29](Cl)=[O:30])=[CH:24][CH:23]=1.C(OCC)(=O)C>C1C=CC=CC=1>[CH:1]1([CH2:4][O:5][N:6]=[C:7]([NH:19][C:29](=[O:30])[CH2:28][C:25]2[CH:26]=[CH:27][C:22]([O:21][CH3:20])=[CH:23][CH:24]=2)[C:8]2[CH:9]=[CH:10][CH:11]=[CH:12][C:13]=2[C:14]([F:17])([F:16])[F:15])[CH2:3][CH2:2]1. Procedure details: In 80 ml of benzene was dissolved 10.4 g of N'-cyclopropylmethyloxy-2-fluoro-6-trifluoromethylbenzamidine, and to the solution was added 8.9 g of 4-methoxyphenylacetylchloride. The solution was heated under refluxing for 3 hours. After cooling, ethyl acetate was added to the solution, followed by washing with water and drying over anhydrous magnesium sulfate. The organic layer was concentrated under reduced pressure and the residue obtained in crystal was washed with a mixed solvent hexane and e... The reactants are OC1=CC=C(C=C1)C(C1=CC=C(C=C1)OC(C(=O)OCC)(C)C)=C1CC(CC(C1)(C)C)(C)C (Ethyl 2-({4-[(4-hydroxyphenyl)(3,3,5,5-tetramethylcyclohexylidene)methyl]phenyl}oxy)-2-methylpropanoate), [OH-].[Na+] (NaOH), Cl (HCl). Solvent: C1CCOC1.CCO (THF EtOH). Product: OC1=CC=C(C=C1)C(C1=CC=C(C=C1)OC(C(=O)O)(C)C)=C1CC(CC(C1)(C)C)(C)C (2-({4-[(4-Hydroxyphenyl)(3,3,5,5-tetramethylcyclohexylidene)methyl]phenyl}oxy)-2-methylpropanoic acid). Isolated yield 82.5%. As a reaction SMILES: [OH:1][C:2]1[CH:7]=[CH:6][C:5]([C:8](=[C:24]2[CH2:29][C:28]([CH3:31])([CH3:30])[CH2:27][C:26]([CH3:33])([CH3:32])[CH2:25]2)[C:9]2[CH:14]=[CH:13][C:12]([O:15][C:16]([CH3:23])([CH3:22])[C:17]([O:19]CC)=[O:18])=[CH:11][CH:10]=2)=[CH:4][CH:3]=1.[OH-].[Na+].Cl>C1COCC1.CCO>[OH:1][C:2]1[CH:7]=[CH:6][C:5]([C:8](=[C:24]2[CH2:29][C:28]([CH3:31])([CH3:30])[CH2:27][C:26]([CH3:33])([CH3:32])[CH2:25]2)[C:9]2[CH:14]=[CH:13][C:12]([O:15][C:16]([CH3:23])([CH3:22])[C:17]([OH:19])=[O:18])=[CH:11][CH:10]=2)=[CH:4][CH:3]=1 |f:1.2,4.5|. Procedure details: The hydrolysis conditions described for 191 were used. A solution of ethyl 2-({4-[(4-hydroxyphenyl)(3,3,5,5-tetramethylcyclohexylidene)methyl]phenyl}oxy)-2-methylpropanoate (227) (0.15 g, 0.33 mmol) in THF/EtOH (1:1, 6 mL) was treated with 1 N NaOH (3 mL, excess) at 70° C. for 1 h. Reaction mixture was cooled and poured into 20% aqueous HCl (40 mL). Standard work-up followed by purification afforded 0.115 g (82%) of the title compound 228 as an off-white solid. 1H NMR (300 MHz, DMSO-d6): δ 13.0 ...